This data is from the Open Reaction Database (ORD), a public repository of structured organic reaction records. The task is: describe an organic reaction: reactants, conditions, products, and yield The reactants are C1(CCCCCC1)C(=O)O (cycloheptanecarboxylic acid), OS(=O)(=O)O (H2SO4), CO (methanol). Product: C1(CCCCCC1)C(=O)OC (methyl cycloheptanecarboxylate). Reaction SMILES: [CH:1]1([C:8]([OH:10])=[O:9])[CH2:7][CH2:6][CH2:5][CH2:4][CH2:3][CH2:2]1.OS(O)(=O)=O.[CH3:16]O>>[CH:1]1([C:8]([O:10][CH3:16])=[O:9])[CH2:7][CH2:6][CH2:5][CH2:4][CH2:3][CH2:2]1. Reported procedure: To a solution of 25.0 g cycloheptanecarboxylic acid in methanol (300 mL) was added concentrated H2SO4 (0.5 g) and the mixture was stirred at reflux overnight. The reaction mixture was concentrated under vacuum and the residue was diluted with ethyl ether (500 mL). The mixture was washed with water and brine, dried over Na2SO4, filtered, and concentrated under reduced pressure to give the title compound. Starting materials: COC(=O)c1nc(Br)c2cccnc2c1O, O=C([O-])[O-], COc1ccc(CCl)cc1, [Cs+], [Cs+], CN(C)C=O. Yields the product COC(=O)c1nc(Br)c2cccnc2c1OCc1ccc(OC)cc1. RXN SMILES: [Br:1][c:2]1[c:3]2[cH:4][cH:5][cH:6][n:7][c:8]2[c:9]([OH:16])[c:10]([C:12](=[O:13])[O:14][CH3:15])[n:11]1.[C:27](=[O:28])([O-:29])[O-:30].[CH3:17][O:18][c:19]1[cH:20][cH:21][c:22]([CH2:23][Cl:24])[cH:25][cH:26]1.[Cs+:31].[Cs+:32].[O:33]=[CH:34][N:35]([CH3:36])[CH3:37]>>[Br:1][c:2]1[c:3]2[cH:4][cH:5][cH:6][n:7][c:8]2[c:9]([O:16][CH2:23][c:22]2[cH:21][cH:20][c:19]([O:18][CH3:17])[cH:26][cH:25]2)[c:10]([C:12](=[O:13])[O:14][CH3:15])[n:11]1.